From a dataset of the Open Reaction Database (ORD), a public repository of structured organic reaction records. describe an organic reaction: reactants, conditions, products, and yield Reactants: CN=C=S, CC#N, Nc1ccc2c(c1)C(=O)C1(CC1)O2. Yields the product CNC(=S)Nc1ccc2c(c1)C(=O)C1(CC1)O2. Reaction SMILES: [CH3:14][N:15]=[C:16]=[S:17].[CH3:18][C:19]#[N:20].[NH2:1][c:2]1[cH:3][c:4]2[c:5]([cH:12][cH:13]1)[O:6][C:7]1([C:8]2=[O:9])[CH2:10][CH2:11]1>>[NH:1]([c:2]1[cH:3][c:4]2[c:5]([cH:12][cH:13]1)[O:6][C:7]1([C:8]2=[O:9])[CH2:10][CH2:11]1)[C:16]([NH:15][CH3:14])=[S:17]. Reactants: ClCCl, CCCCCCCCC(O)c1ccc(C=O)cc1. Product: CCCCCCCCC(=O)c1ccc(C=O)cc1. Reaction SMILES: [Cl:19][CH2:20][Cl:21].[OH:1][CH:2]([CH2:3][CH2:4][CH2:5][CH2:6][CH2:7][CH2:8][CH2:9][CH3:10])[c:11]1[cH:12][cH:13][c:14]([CH:15]=[O:16])[cH:17][cH:18]1>>[O:1]=[C:2]([CH2:3][CH2:4][CH2:5][CH2:6][CH2:7][CH2:8][CH2:9][CH3:10])[c:11]1[cH:12][cH:13][c:14]([CH:15]=[O:16])[cH:17][cH:18]1. Starting materials: C=C[Si](C)(C=C)O[Si](C)(C)C, CC(C)[SiH](C(C)C)C(C)C, Cl, [Pt]. Yields the product CC(C)[Si](Cl)(C(C)C)C(C)C. RXN SMILES: [CH:12]([Si:13]([CH:14]=[CH2:15])([CH3:16])[O:17][Si:18]([CH3:19])([CH3:20])[CH3:21])=[CH2:22].[CH:2]([CH3:3])([CH3:4])[SiH:5]([CH:6]([CH3:7])[CH3:8])[CH:9]([CH3:10])[CH3:11].[ClH:1].[Pt:23]>>[Cl:1][Si:5]([CH:2]([CH3:3])[CH3:4])([CH:6]([CH3:7])[CH3:8])[CH:9]([CH3:10])[CH3:11]. Reactants: FC(F)(F)c1cncc(Br)c1, O=[N+]([O-])c1ccc(-n2ccnc2-c2ccccc2)cc1. Reagents/catalysts: CC(C)(C)c1ccc(-c2ccc(C(C)(C)C)cc2)cc1 (4,4'-di-tert-butylbiphenyl), CC(C)(C)C(=O)[O-].[K+] (KOPiv), Cl[Pd]CC=C.C=CC[Pd]Cl ([Pd(allyl)Cl]2), CN(C)c1ccc(P(C2CCCCC2)C2CCCCC2)cc1 (A-caPhos). Solvent: CC(=O)N(C)C (DMA), CC(=O)N(C)C (DMA), CC(=O)N(C)C (DMA). Conditions: temperature 120 celsius, time 24 hour. Product: O=[N+]([O-])c1ccc(-n2c(-c3cncc(C(F)(F)F)c3)cnc2-c2ccccc2)cc1. The yield is 41.7%. The reactants are ClC1=C(C(=CC(=C1)C(F)(F)F)Cl)N1N=C(C=C1NCC1=CC=NC=C1)C#N (1-(2,6-dichloro-4-trifluoromethylphenyl)-3-cyano-5-(4-pyridylmethylamino)pyrazole), FC(SCl)(F)F (trifluoromethylsulfenyl chloride), ice water. Solvent: ClCCl (dichloromethane), ClCCl (dichloromethane). Conditions: time 3 hour. Product: ClC1=C(C(=CC(=C1)C(F)(F)F)Cl)N1N=C(C(=C1NCC1=CC=NC=C1)SC(F)(F)F)C#N (1-(2,6-Dichloro-4-trifluoromethylphenyl)-3-cyano-4-trifluoromethylsulfenyl-5-(4-pyridylmethylamino)pyrazole). Isolated yield 64.4%. Reaction SMILES: [Cl:1][C:2]1[CH:7]=[C:6]([C:8]([F:11])([F:10])[F:9])[CH:5]=[C:4]([Cl:12])[C:3]=1[N:13]1[C:17]([NH:18][CH2:19][C:20]2[CH:25]=[CH:24][N:23]=[CH:22][CH:21]=2)=[CH:16][C:15]([C:26]#[N:27])=[N:14]1.[F:28][C:29]([F:33])([F:32])[S:30]Cl>ClCCl>[Cl:1][C:2]1[CH:7]=[C:6]([C:8]([F:10])([F:11])[F:9])[CH:5]=[C:4]([Cl:12])[C:3]=1[N:13]1[C:17]([NH:18][CH2:19][C:20]2[CH:25]=[CH:24][N:23]=[CH:22][CH:21]=2)=[C:16]([S:30][C:29]([F:33])([F:32])[F:28])[C:15]([C:26]#[N:27])=[N:14]1. Procedure details: In 10 ml of dichloromethane was suspended 0.5 g of 1-(2,6-dichloro-4-trifluoromethylphenyl)-3-cyano-5-(4-pyridylmethylamino)pyrazole obtained in Example 1 above, and 0.2 g of trifluoromethylsulfenyl chloride in 10 ml of dichloromethane was added thereto dropwise at −20° C. The mixture was taken out of the cooling bath. After stirring for 3 hours, ice-water was added to the mixture to extract. The organic layer was washed with a saturated sodium chloride aqueous solution and dried over anhydrous ... Starting materials: 19.4, CNC1=C(C=C(C=C1)C(C)=O)[N+](=O)[O-] (1-[4-(methylamino)-3-nitrophenyl]ethanone), CO (methanol), [BH4-].[Na+] (sodium tetrahydroborate). Run in O (water). Reaction conditions: time 1 hour. The product is 17, CC(O)C1=CC(=C(C=C1)NC)[N+](=O)[O-] (α-methyl-4-(methylamino)-3-nitrobenzenemethanol). Isolated yield 89.0%. As a reaction SMILES: [CH3:1][NH:2][C:3]1[CH:8]=[CH:7][C:6]([C:9](=[O:11])[CH3:10])=[CH:5][C:4]=1[N+:12]([O-:14])=[O:13].CO.[BH4-].[Na+]>O>[CH3:10][CH:9]([C:6]1[CH:7]=[CH:8][C:3]([NH:2][CH3:1])=[C:4]([N+:12]([O-:14])=[O:13])[CH:5]=1)[OH:11] |f:2.3|. Procedure: (a-2) To a stirred mixture of 19.4 parts of 1-[4-(methylamino)-3-nitrophenyl]ethanone and 160 parts of methanol were added dropwise 4 parts of sodium tetrahydroborate. Upon complete addition, stirring was continued for 1 hour at room temperature. The reaction mixture was poured into 1000 parts of water and the product was extracted three times with 120 parts of trichloromethane. The combined extracts were dried, filtered and evaporated. The residue was purified by column chromatography over sili...